describe an organic reaction: reactants, conditions, products, and yield From a dataset of the Open Reaction Database (ORD), a public repository of structured organic reaction records. Reactants: C=1(C(=CC=C2OC3=CC=CC=C3CC12)C(=O)O)C(=O)O (xanthene dicarboxylic acid), [Mn](=O)(=O)(=O)[O-].[K+] (potassium permanganate), CC1=CC=CC=2C(C3=CC=CC(=C3OC12)C)=O (4,5-dimethylxanthen-9-one), xanthene-4,5-dipiperidide, C1=CC=C(C=2OC=3C(=CC=CC3CC12)C(=O)O)C(=O)O (xanthene-4,5-dicarboxylic acid). The product is O=C1C=2C=CC=C(C2OC=2C(=CC=CC12)C(=O)O)C(=O)O (9-Oxoxanthene-4,5-dicarboxylic acid). As a reaction SMILES: [Mn]([O-])(=O)(=O)=O.[K+].CC1C2[O:20]C3C(=CC=CC=3C)C(=O)C=2C=CC=1.[CH:24]1[C:37]2[CH2:36][C:35]3[CH:34]=[CH:33][CH:32]=[C:31]([C:38]([OH:40])=[O:39])[C:30]=3[O:29][C:28]=2[C:27]([C:41]([OH:43])=[O:42])=[CH:26][CH:25]=1.C1(C(O)=O)C(C(O)=O)=CC=C2C=1CC1C(=CC=CC=1)O2>>[O:20]=[C:36]1[C:35]2[CH:34]=[CH:33][CH:32]=[C:31]([C:38]([OH:40])=[O:39])[C:30]=2[O:29][C:28]2[C:27]([C:41]([OH:43])=[O:42])=[CH:26][CH:25]=[CH:24][C:37]1=2 |f:0.1|. Reported procedure: 9-Oxoxanthene-4,5-dicarboxylic acid which is prepared by potassium permanganate oxidation of the corresponding 4,5-dimethylxanthen-9-one [M. Schopff, Ber. 25, 3647 (1892)]49 is reduced to xanthene-4,5-dicarboxylic acid by a Wolff-Kishner reduction (N. Ishikawa, Yuki Gose: Kagaku Kyokai Shi 17, 553-6 (1959); CA 54:450]. The xanthene dicarboxylic acid derivative is converted to xanthene-4,5-dipiperidide by conventional procedures. RXN SMILES: [CH3:32][OH:33].[Cl:29][CH2:30][Cl:31].[F:1][c:2]1[cH:3][cH:4][c:5]([NH:8][C:9](=[O:10])[c:11]2[cH:12][n:13][c:14]([O:17][CH2:18][C:19](=[O:20])[OH:21])[n:15][cH:16]2)[cH:6][cH:7]1.[OH:22][c:23]1[cH:24][n:25][cH:26][cH:27][cH:28]1>>[F:1][c:2]1[cH:3][cH:4][c:5]([NH:8][C:9](=[O:10])[c:11]2[cH:12][n:13][c:14]([O:17][CH2:18][C:19]([O:20][c:23]3[cH:24][n:25][cH:26][cH:27][cH:28]3)=[O:21])[n:15][cH:16]2)[cH:6][cH:7]1. Yields the product O=C(COc1ncc(C(=O)Nc2ccc(F)cc2)cn1)Oc1cccnc1. The reactants are CO, ClCCl, O=C(O)COc1ncc(C(=O)Nc2ccc(F)cc2)cn1, Oc1cccnc1. The reactants are [N+](=O)([O-])C=1C=C(C=CC1)NN (3-nitrophenylhydrazine), C(=O)NNC1=CC=C(C=C1)NC(=O)NC1=CC=CC=C1 (1-Formyl-2-[4-(3-phenylureido)phenyl]hydrazine). The product is [N+](=O)([O-])C=1C=C(C=CC1)NNC=O (2-(3-nitrophenyl)-1-formylhydrazine). RXN SMILES: [N+:1]([C:4]1[CH:5]=[C:6]([NH:10][NH2:11])[CH:7]=[CH:8][CH:9]=1)([O-:3])=[O:2].[CH:12](NNC1C=CC(NC(NC2C=CC=CC=2)=O)=CC=1)=[O:13]>>[N+:1]([C:4]1[CH:5]=[C:6]([NH:10][NH:11][CH:12]=[O:13])[CH:7]=[CH:8][CH:9]=1)([O-:3])=[O:2]. Procedure: By reacting 3-nitrophenylhydrazine as in the same manner as in (1) above, 430 g of 2-(3-nitrophenyl)-1-formylhydrazine was obtained. Reactants: O=C([O-])O, CCN(CC)S(F)(F)F, ClCCl, CN(CC(O)c1ccc(F)cc1)S(=O)(=O)c1ccc(Br)s1, [Na+]. The product is CN(CC(F)c1ccc(F)cc1)S(=O)(=O)c1ccc(Br)s1. RXN SMILES: [C:31](=[O:32])([OH:33])[O-:34].[CH2:22]([N:23]([S:24]([F:25])([F:26])[F:28])[CH2:27][CH3:29])[CH3:30].[Cl:36][CH2:37][Cl:38].[F:1][c:2]1[cH:3][cH:4][c:5]([CH:8]([CH2:9][N:10]([S:11](=[O:12])(=[O:13])[c:14]2[s:15][c:16]([Br:19])[cH:17][cH:18]2)[CH3:20])[OH:21])[cH:6][cH:7]1.[Na+:35]>>[F:1][c:2]1[cH:3][cH:4][c:5]([CH:8]([CH2:9][N:10]([S:11](=[O:12])(=[O:13])[c:14]2[s:15][c:16]([Br:19])[cH:17][cH:18]2)[CH3:20])[F:28])[cH:6][cH:7]1. Reactants: COc1ccc(-c2ccc3cc(C(O)C#N)ccc3c2)cc1C12CC3CC(CC(C3)C1)C2, ClC(Cl)Cl, CN(C)C=O, O=S(Cl)Cl. The product is COc1ccc(-c2ccc3cc(C(Cl)C#N)ccc3c2)cc1C12CC3CC(CC(C3)C1)C2. RXN SMILES: [C:1]12([c:11]3[cH:12][c:13](-[c:19]4[cH:20][c:21]5[cH:22][cH:23][c:24]([CH:29]([C:30]#[N:31])[OH:32])[cH:25][c:26]5[cH:27][cH:28]4)[cH:14][cH:15][c:16]3[O:17][CH3:18])[CH2:2][CH:3]3[CH2:4][CH:5]([CH2:6][CH:7]([CH2:8]1)[CH2:9]3)[CH2:10]2.[CH:42]([Cl:43])([Cl:44])[Cl:45].[O:37]=[CH:38][N:39]([CH3:40])[CH3:41].[S:33]([Cl:34])([Cl:35])=[O:36]>>[C:1]12([c:11]3[cH:12][c:13](-[c:19]4[cH:20][c:21]5[cH:22][cH:23][c:24]([CH:29]([C:30]#[N:31])[Cl:35])[cH:25][c:26]5[cH:27][cH:28]4)[cH:14][cH:15][c:16]3[O:17][CH3:18])[CH2:2][CH:3]3[CH2:4][CH:5]([CH2:6][CH:7]([CH2:8]1)[CH2:9]3)[CH2:10]2. The yield is 91.9%. The reactants are FC=1C=C(C=CC1)C1=NNC2=CC(=C(C=C12)C(=O)O)OC (3-(3-fluoro-phenyl)-6-methoxy-1H-indazole-5-carboxylic acid), O (Water), solution, [B] (boron). The solvent is ClCCl (dichloromethane), ClCCl (dichloromethane). The product is FC=1C=C(C=CC1)C1=NNC2=CC(=C(C=C12)C(=O)O)O (3-(3-Fluoro-phenyl)-6-hydroxy-1H-indazole-5-carboxylic acid). Reaction conditions: time 1.5 hour. RXN SMILES: [F:1][C:2]1[CH:3]=[C:4]([C:8]2[C:16]3[C:11](=[CH:12][C:13]([O:20]C)=[C:14]([C:17]([OH:19])=[O:18])[CH:15]=3)[NH:10][N:9]=2)[CH:5]=[CH:6][CH:7]=1.[B].O>ClCCl>[F:1][C:2]1[CH:3]=[C:4]([C:8]2[C:16]3[C:11](=[CH:12][C:13]([OH:20])=[C:14]([C:17]([OH:19])=[O:18])[CH:15]=3)[NH:10][N:9]=2)[CH:5]=[CH:6][CH:7]=1. Procedure details: A total of 96.2 mg of 3-(3-fluoro-phenyl)-6-methoxy-1H-indazole-5-carboxylic acid obtained in Production Example II-1-e was dissolved in 3.36 ml of dichloromethane, 4.0 ml of a 1.0 M solution of boron tribormide in dichloromethane was added under ice-cooling, and the mixture was stirred at room temperature for 1.5 hours. Water was added to the reaction mixture, followed by extracting with ethyl acetate. The resulting organic layer was washed brine, dried over magnesium sulfate and the solvent wa... Starting materials: CC(=O)O, O, OO, C#CCSc1c(O)cc(C)oc1=O. Product: C#CCS(=O)c1c(O)cc(C)oc1=O. As a reaction SMILES: [CH3:17][C:18](=[O:19])[OH:20].[OH2:16].[OH:14][OH:15].[OH:1][c:2]1[c:3]([S:10][CH2:11][C:12]#[CH:13])[c:4](=[O:9])[o:5][c:6]([CH3:8])[cH:7]1>>[OH:1][c:2]1[c:3]([S:10]([CH2:11][C:12]#[CH:13])=[O:14])[c:4](=[O:9])[o:5][c:6]([CH3:8])[cH:7]1.